This data is from the Open Reaction Database (ORD), a public repository of structured organic reaction records. The task is: describe an organic reaction: reactants, conditions, products, and yield The reactants are CCCCCCC(C(C)=O)C(=O)O, CCCCCCC(C(C)=O)C(=O)OC, CN1CCOCC1, CCN=C=NCCCN(C)C, ClCCl, Cl, COc1ccc(Cc2nnc(C(C)N)c(=O)[nH]2)cc1OC, On1nnc2ccccc21. The product is CCCCCCC(C(C)=O)C(=O)NC(C)c1nnc(Cc2ccc(OC)c(OC)c2)[nH]c1=O. RXN SMILES: [C:15]([CH:16]([CH2:17][CH2:18][CH2:19][CH2:20][CH2:21][CH3:22])[C:23]([OH:24])=[O:25])(=[O:26])[CH3:27].[C:1]([CH3:2])(=[O:3])[CH:4]([C:5]([O:7][CH3:6])=[O:8])[CH2:9][CH2:10][CH2:11][CH2:12][CH2:13][CH3:14].[CH3:38][N:39]1[CH2:40][CH2:41][O:42][CH2:43][CH2:44]1.[CH3:46][N:47]([CH3:48])[CH2:49][CH2:50][CH2:51][N:52]=[C:53]=[N:54][CH2:55][CH3:56].[Cl:78][CH2:79][Cl:80].[ClH:45].[NH2:57][CH:58]([CH3:59])[c:60]1[c:61](=[O:77])[nH:62][c:63]([CH2:66][c:67]2[cH:68][c:69]([O:75][CH3:76])[c:70]([O:73][CH3:74])[cH:71][cH:72]2)[n:64][n:65]1.[OH:28][n:29]1[c:30]2[cH:31][cH:32][cH:33][cH:34][c:35]2[n:36][n:37]1>>[C:1]([CH3:2])(=[O:3])[CH:4]([C:5](=[O:7])[NH:57][CH:58]([CH3:59])[c:60]1[c:61](=[O:77])[nH:62][c:63]([CH2:66][c:67]2[cH:68][c:69]([O:75][CH3:76])[c:70]([O:73][CH3:74])[cH:71][cH:72]2)[n:64][n:65]1)[CH2:9][CH2:10][CH2:11][CH2:12][CH2:13][CH3:14]. Reactants: O1[C@@H](C1)COC1=CC=CC=2NC3=CC=CC=C3C12 (4-[(2S)-oxiranylmethoxy]-9H-carbazole), NCC1CCN(CC1)NC(NC1CCCCC1)=O (3-(4-aminomethyl-1-piperidinyl)-1-cyclohexyl urea). The product is C1(CCCCC1)NC(=O)N1CCC(CC1)CNC[C@@H](COC1=CC=CC=2NC3=CC=CC=C3C12)O (4-{[(2S)-3-(9H-Carbazol-4-yloxy)-2-hydroxy-propylamino]-methyl}-piperidine-1-carboxylic Acid Cyclohexylamide). The yield is 0.1%. Reaction SMILES: [O:1]1[CH2:3][C@H:2]1[CH2:4][O:5][C:6]1[C:18]2[C:17]3[C:12](=[CH:13][CH:14]=[CH:15][CH:16]=3)[NH:11][C:10]=2[CH:9]=[CH:8][CH:7]=1.NCC1CCN([NH:27][C:28](=[O:36])[NH:29][CH:30]2[CH2:35][CH2:34][CH2:33][CH2:32][CH2:31]2)CC1>>[CH:30]1([NH:29][C:28]([N:27]2[CH2:7][CH2:6][CH:18]([CH2:10][NH:11][CH2:3][C@H:2]([OH:1])[CH2:4][O:5][C:6]3[C:18]4[C:17]5[C:12](=[CH:13][CH:14]=[CH:15][CH:16]=5)[NH:11][C:10]=4[CH:9]=[CH:8][CH:7]=3)[CH2:17][CH2:16]2)=[O:36])[CH2:31][CH2:32][CH2:33][CH2:34][CH2:35]1. Procedure: Prepared from 4-[(2S)-oxiranylmethoxy]-9H-carbazole (0.175 g, 0.73 mmol) and 3-(4-aminomethyl-1-piperidinyl)-1-cyclohexyl urea (0.360 g, 1.5 mmol) according to the procedure used in example 2 to give 0.095 mg of the title compound as an off white solid. The reactants are [BH3-]C#N, COC(CN)OC, CO, O=C1CCc2c(F)cc(F)cc21, [Na+]. Yields the product COC(CNC1CCc2c(F)cc(F)cc21)OC. RXN SMILES: [C:20]([BH3-:21])#[N:22].[CH3:13][O:14][CH:15]([CH2:16][NH2:17])[O:18][CH3:19].[CH3:24][OH:25].[F:1][c:2]1[c:3]2[c:7]([cH:8][c:9]([F:11])[cH:10]1)[C:6](=[O:12])[CH2:5][CH2:4]2.[Na+:23]>>[F:1][c:2]1[c:3]2[c:7]([cH:8][c:9]([F:11])[cH:10]1)[CH:6]([NH:17][CH2:16][CH:15]([O:14][CH3:13])[O:18][CH3:19])[CH2:5][CH2:4]2. Starting materials: Cc1ccc(C=O)o1, COC(=O)C([PH4])CC(=O)OC(C)(C)C, Cc1ccccc1. Product: COC(=O)C(=Cc1ccc(C)o1)CC(=O)OC(C)(C)C. As a reaction SMILES: [CH3:15][c:16]1[cH:17][cH:18][c:19]([CH:21]=[O:22])[o:20]1.[CH3:1][O:2][C:3](=[O:4])[CH:5]([CH2:6][C:7](=[O:8])[O:9][C:10]([CH3:11])([CH3:12])[CH3:13])[PH4:14].[CH3:23][c:24]1[cH:25][cH:26][cH:27][cH:28][cH:29]1>>[CH3:1][O:2][C:3](=[O:4])[C:5]([CH2:6][C:7](=[O:8])[O:9][C:10]([CH3:11])([CH3:12])[CH3:13])=[CH:21][c:19]1[cH:18][cH:17][c:16]([CH3:15])[o:20]1. Starting materials: Cl (hydrochloric acid), N1N=CN=C1NC(=S)NC(C1=CC=CC=C1)=O (N-(1,2,4-triazol-5-yl)-N'-benzoylthiourea), [OH-].[Na+] (sodium hydroxide), resultant mixture. Product: N1N=CN=C1NC(=S)N (N-(1,2,4-triazol-5-yl)thiourea). Isolated yield 69.2%. Reaction SMILES: [NH:1]1[C:5]([NH:6][C:7]([NH:9]C(=O)C2C=CC=CC=2)=[S:8])=[N:4][CH:3]=[N:2]1.[OH-].[Na+].Cl>>[NH:1]1[C:5]([NH:6][C:7]([NH2:9])=[S:8])=[N:4][CH:3]=[N:2]1 |f:1.2|. Reported procedure: N-(1,2,4-triazol-5-yl)-N'-benzoylthiourea (26.0 g, 0.105 mole), from Example 6, was added at once to approximately 100ml of a 10% sodium hydroxide solution which had been preheated to boiling, and the resultant mixture was refluxed for 45 minutes. The solution was then cooled and acidified to approximately pH 3 with the addition of concentrated hydrochloric acid to provide a white solid precipitate. The solid was filtered, washed with water and dried for about 16 hours in a vacuum oven at approx...